describe an organic reaction: reactants, conditions, products, and yield From a dataset of the Open Reaction Database (ORD), a public repository of structured organic reaction records. Starting materials: CC(C)(COCc1cccc(Oc2ccccc2)n1)COS(C)(=O)=O, [F-], [K+], O, OCCOCCO. Yields the product CC(C)(CF)COCc1cccc(Oc2ccccc2)n1. RXN SMILES: [CH3:10][S:11]([O:12][CH2:15][C:16]([CH2:17][O:18][CH2:19][c:20]1[n:21][c:22]([O:26][c:27]2[cH:28][cH:29][cH:30][cH:31][cH:32]2)[cH:23][cH:24][cH:25]1)([CH3:33])[CH3:34])(=[O:13])=[O:14].[F-:1].[K+:2].[OH2:35].[OH:3][CH2:4][CH2:5][O:6][CH2:7][CH2:8][OH:9]>>[F:1][CH2:15][C:16]([CH2:17][O:18][CH2:19][c:20]1[n:21][c:22]([O:26][c:27]2[cH:28][cH:29][cH:30][cH:31][cH:32]2)[cH:23][cH:24][cH:25]1)([CH3:33])[CH3:34]. The reactants are ClC=1C=C(C=CC1Cl)S(=O)(=O)N1[C@@H](C(NC=C1)=O)CC=1N=NN(C1)[C@H](C)C1=CC=C(C=C1)CO ((R)-4-(3,4-dichlorobenzenesulfonyl)-3-((1-((R)-1-(4-(hydroxymethyl)-phenyl)ethyl)-1H-1,2,3-triazol-4-yl)methyl)-3,4-dihydropyrazin-2(1H)-one), CO (MeOH). Reagents/catalysts: O=[Mn]=O (MnO2). The solvent is C(Cl)Cl (CH2Cl2). Conditions: time 1.5 hour. Product: ClC=1C=C(C=CC1Cl)S(=O)(=O)N1[C@@H](C(NC=C1)=O)CC=1N=NN(C1)[C@H](C)C1=CC=C(C=O)C=C1 (4-((R)-1-(4-(((R)-1-(3 4-dichlorobenzenesulfonyl)-3-oxo-1,2,3,4-tetra-hydropyrazin-2-yl)methyl)-1H-1,2,3-triazol-1-yl)ethyl)benzaldehyde). Reaction SMILES: [Cl:1][C:2]1[CH:3]=[C:4]([S:9]([N:12]2[CH:17]=[CH:16][NH:15][C:14](=[O:18])[C@H:13]2[CH2:19][C:20]2[N:21]=[N:22][N:23]([C@@H:25]([C:27]3[CH:32]=[CH:31][C:30]([CH2:33][OH:34])=[CH:29][CH:28]=3)[CH3:26])[CH:24]=2)(=[O:11])=[O:10])[CH:5]=[CH:6][C:7]=1[Cl:8].CO>C(Cl)Cl.O=[Mn]=O>[Cl:1][C:2]1[CH:3]=[C:4]([S:9]([N:12]2[CH:17]=[CH:16][NH:15][C:14](=[O:18])[C@H:13]2[CH2:19][C:20]2[N:21]=[N:22][N:23]([C@@H:25]([C:27]3[CH:28]=[CH:29][C:30]([CH:33]=[O:34])=[CH:31][CH:32]=3)[CH3:26])[CH:24]=2)(=[O:10])=[O:11])[CH:5]=[CH:6][C:7]=1[Cl:8]. Procedure details: To a solution of (R)-4-(3,4-dichlorobenzenesulfonyl)-3-((1-((R)-1-(4-(hydroxymethyl)-phenyl)ethyl)-1H-1,2,3-triazol-4-yl)methyl)-3,4-dihydropyrazin-2(1H)-one (0.461 g, 0.882 mmol) in CH2Cl2 (100 mL) was added MnO2 (1.92 g, 22.1 mmol). After 1.5 h, MeOH (20 mL) was added. After the reaction mixture had stirred for 15 min, it was filtered through Celite and the solid was washed with CH2Cl2/MeOH (10/1). The solvent was removed under reduced pressure and dried in vacuo to yield the title compound. Reactants: ClCc1ccc(Cl)cc1, NCCO, [Na+], [OH-]. Product: OCCNCc1ccc(Cl)cc1. Reaction SMILES: [Cl:7][c:8]1[cH:9][cH:10][c:11]([CH2:12][Cl:13])[cH:14][cH:15]1.[NH2:1][CH2:2][CH2:3][OH:4].[Na+:6].[OH-:5]>>[NH:1]([CH2:2][CH2:3][OH:4])[CH2:12][c:11]1[cH:10][cH:9][c:8]([Cl:7])[cH:15][cH:14]1. Starting materials: CCOC(=O)CBr, CC#N, C1CNCCNC1, [Na+], [Na+], O=C([O-])[O-]. Yields the product CCOC(=O)CN1CCCNCC1. RXN SMILES: [Br:14][CH2:15][C:16](=[O:17])[O:18][CH2:19][CH3:20].[CH3:21][C:22]#[N:23].[NH:7]1[CH2:8][CH2:9][NH:10][CH2:11][CH2:12][CH2:13]1.[Na+:1].[Na+:2].[O-:3][C:4](=[O:5])[O-:6]>>[N:7]1([CH2:15][C:16](=[O:17])[O:18][CH2:19][CH3:20])[CH2:8][CH2:9][NH:10][CH2:11][CH2:12][CH2:13]1. Reactants: N (ammonia), BrC1=CC(=C2C=CC=NC2=C1)OC (7-bromo-5-methoxy-quinoline), Br (HBr). The solvent is O (water). The product is OC1=C2C=CC=NC2=CC(=C1)Br (5-hydroxy-7-bromo-quinoline). Reaction SMILES: [Br:1][C:2]1[CH:11]=[C:10]2[C:5]([CH:6]=[CH:7][CH:8]=[N:9]2)=[C:4]([O:12]C)[CH:3]=1.Br.N>O>[OH:12][C:4]1[CH:3]=[C:2]([Br:1])[CH:11]=[C:10]2[C:5]=1[CH:6]=[CH:7][CH:8]=[N:9]2. Procedure: 1.5 g (0.0064 mol) of 7-bromo-5-methoxy-quinoline were refluxed with 48% HBr (30 ml) for 20 h. After cooling to room temperature reaction mixture was poured into 100 ml of water and basified with saturated ammonia solution. Product was filtered off, washed with water and dried at 50° C. in vacuo. Yield of 7-bromo-5-hydroxy-quinoline was 600 mg (41%). Run at temperature 70 celsius, time 8 hour. Reported procedure: A mixture of 2-bromo-1-[3-(trifluoromethyl)phenyl]ethanone (22 g), NaN(CHO)2 (9.5 g) and acetonitrile (50 mL) was stirred at room temperature for 3 hr and at 70° C. overnight, and the insoluble material was removed by filtration. The filtrate was concentrated to give an oil. The oil was dissolved in hydrogen chloride-ethanol, and the mixture was stirred at room temperature for 48 hr. The resulting precipitate was collected by filtration, and washed with ether to give the title compound (2.7 g) a... RXN SMILES: Br[CH2:2][C:3]([C:5]1[CH:10]=[CH:9][CH:8]=[C:7]([C:11]([F:14])([F:13])[F:12])[CH:6]=1)=[O:4].C(#[N:17])C.[ClH:18].C(O)C>>[ClH:18].[NH2:17][CH2:2][C:3]([C:5]1[CH:10]=[CH:9][CH:8]=[C:7]([C:11]([F:14])([F:13])[F:12])[CH:6]=1)=[O:4] |f:2.3,4.5|. The product is Cl.NCC(=O)C1=CC(=CC=C1)C(F)(F)F (2-amino-1-[3-(trifluoromethyl)phenyl]ethanone hydrochloride). Reactants: BrCC(=O)C1=CC(=CC=C1)C(F)(F)F (2-bromo-1-[3-(trifluoromethyl)phenyl]ethanone), NaN(CHO)2, C(C)#N (acetonitrile), Cl.C(C)O (hydrogen chloride ethanol). Starting materials: [Cl-].O[C@@H]([C@H](C)[NH3+])CC1=CC=CC=C1 ((2S,3R)-3-hydroxy-4-phenylbutan-2-aminium chloride), FC1=CC=C(C=C1)N1N=CC2=CC(=CC=C12)I (1-(4-fluorophenyl)-5-iodoindazole). Procedure details: Prepared as described in Example 1 from (2S,3R)-3-hydroxy-4-phenylbutan-2-aminium chloride (290 mg, 1.44 mmol) and 1-(4-fluorophenyl)-5-iodoindazole (583 mg, 1.73 mmol). Yield 340 mg (63%). Product: FC1=CC=C(C=C1)N1N=CC2=CC(=CC=C12)O[C@@H]([C@H](C)N)CC1=CC=CC=C1 ((2S,3R)-3-[1-(4-Fluorophenyl)indazol-5-yl]oxy-4-phenyl-butan-2-amine). As a reaction SMILES: [Cl-].[OH:2][C@H:3]([CH2:7][C:8]1[CH:13]=[CH:12][CH:11]=[CH:10][CH:9]=1)[C@@H:4]([NH3+:6])[CH3:5].[F:14][C:15]1[CH:20]=[CH:19][C:18]([N:21]2[C:29]3[C:24](=[CH:25][C:26](I)=[CH:27][CH:28]=3)[CH:23]=[N:22]2)=[CH:17][CH:16]=1>>[F:14][C:15]1[CH:16]=[CH:17][C:18]([N:21]2[C:29]3[C:24](=[CH:25][C:26]([O:2][C@H:3]([CH2:7][C:8]4[CH:13]=[CH:12][CH:11]=[CH:10][CH:9]=4)[C@@H:4]([NH2:6])[CH3:5])=[CH:27][CH:28]=3)[CH:23]=[N:22]2)=[CH:19][CH:20]=1 |f:0.1|.